From a dataset of the Open Reaction Database (ORD), a public repository of structured organic reaction records. describe an organic reaction: reactants, conditions, products, and yield The reactants are C(C)(=O)OC1=CC=C(C=C1)C1=CC=C(C=C1)C(=O)OC (methyl 4-acetoxy-4'-biphenylcarboxylate), [OH-].[Li+] (lithium hydroxide), resultant solution, C(C)(=O)OC1=CC=C(C=C1)C1=CC=C(C=C1)C(=O)OC (methyl 4-acetoxy-4'-biphenylcarboxylate). The solvent is O1CCCC1 (tetrahydrofuran). The product is OC1=CC=C(C=C1)C1=CC=C(C=C1)C(=O)OC (methyl 4-hydroxy-4'-biphenylcarboxylate). As a reaction SMILES: C([O:4][C:5]1[CH:10]=[CH:9][C:8]([C:11]2[CH:16]=[CH:15][C:14]([C:17]([O:19][CH3:20])=[O:18])=[CH:13][CH:12]=2)=[CH:7][CH:6]=1)(=O)C.[OH-].[Li+]>O1CCCC1>[OH:4][C:5]1[CH:6]=[CH:7][C:8]([C:11]2[CH:16]=[CH:15][C:14]([C:17]([O:19][CH3:20])=[O:18])=[CH:13][CH:12]=2)=[CH:9][CH:10]=1 |f:1.2|. Procedure details: In 400 ml of dioxane was dissolved 30 g of 4-methoxy-4'-acetoxy biphenyl. To this solution was dropped an aqueous solution composed of 84 g of sodium hydroxide, 400 ml of water and 30 ml of bromine and maintained at 40° C., and the solution was stirred for 30 minutes. Thereafter, 200 g of sodium hydrogen sulfate and 1 l of water were added to the solution, and the resultant reaction solution was concentrated under a reduced pressure, methyl bromide and dioxane were evaporated from the reaction s... The product is CC(C)(C)OC(=O)c1ccc(NC(=S)C(C#N)C(N)=O)cc1. Reaction SMILES: [C:19](#[N:20])[CH2:21][C:22](=[O:23])[NH2:24].[C:1]([CH3:2])([CH3:3])([CH3:4])[O:5][C:6]([c:7]1[cH:8][cH:9][c:10]([N:13]=[C:14]=[S:15])[cH:11][cH:12]1)=[O:16].[ClH:25].[K+:18].[O:26]=[CH:27][N:28]([CH3:29])[CH3:30].[OH-:17]>>[C:1]([CH3:2])([CH3:3])([CH3:4])[O:5][C:6]([c:7]1[cH:8][cH:9][c:10]([NH:13][C:14](=[S:15])[CH:21]([C:19]#[N:20])[C:22](=[O:23])[NH2:24])[cH:11][cH:12]1)=[O:16]. Reactants: N#CCC(N)=O, CC(C)(C)OC(=O)c1ccc(N=C=S)cc1, Cl, [K+], CN(C)C=O, [OH-]. Reactants: OS(=O)(=O)O.O (H2SO4 water), C(#N)C1=COC2=C1C=CC=C2 (3-cyanobenzofuran), O (water). Run in C(C)(=O)O (acetic acid). Yields the product O1C=C(C2=C1C=CC=C2)C(=O)O (3-Benzofurancarboxylic acid). Reaction SMILES: [C:1]([C:3]1[C:7]2[CH:8]=[CH:9][CH:10]=[CH:11][C:6]=2[O:5][CH:4]=1)#N.OS(O)(=O)=O.[OH2:17].[OH2:18]>C(O)(=O)C>[O:5]1[C:6]2[CH:11]=[CH:10][CH:9]=[CH:8][C:7]=2[C:3]([C:1]([OH:18])=[O:17])=[CH:4]1 |f:1.2|. Reported procedure: To a solution of benzofuran (75 g) in chloroform (600 ml) was added dropwise a solution of bromine (41 ml) in chloroform (150 ml) at -10° C. The temperature was slowly allowed to reach room temperature and chloroform was evaporated in vacuo, leaving the crude 2,3-dibromo-2,3-dihydrobenzofuran as a crystalline produce which was used without further purification. Yield: 171 g. To the dibromoderivative (147 g) in ethanol (600 ml) was added a solution of KOH (59 g) in ethanol (200 ml). The mixture w... The reactants are CCC(CC)c1cc(C)nn2c(-c3sc(Br)c(Br)c3C)c(C)nc12, C1CCOC1, [Li]CCCC. Yields the product CCC(CC)c1cc(C)nn2c(-c3scc(Br)c3C)c(C)nc12. As a reaction SMILES: [Br:1][c:2]1[c:3]([CH3:24])[c:4](-[c:8]2[c:9]([CH3:23])[n:10][c:11]3[n:12]2[n:13][c:14]([CH3:22])[cH:15][c:16]3[CH:17]([CH2:18][CH3:19])[CH2:20][CH3:21])[s:5][c:6]1[Br:7].[CH2:30]1[O:31][CH2:32][CH2:33][CH2:34]1.[CH3:25][CH2:26][CH2:27][CH2:28][Li:29]>>[Br:1][c:2]1[c:3]([CH3:24])[c:4](-[c:8]2[c:9]([CH3:23])[n:10][c:11]3[n:12]2[n:13][c:14]([CH3:22])[cH:15][c:16]3[CH:17]([CH2:18][CH3:19])[CH2:20][CH3:21])[s:5][cH:6]1. Reactants: N(=NC(=O)OCC)C(=O)OCC (diethyl azodicarboxylate), BrCCO (2-bromoethanol), C(#N)C=1C=C(C=CC1)O (3-cyanophenol), C1(=CC=CC=C1)P(C1=CC=CC=C1)C1=CC=CC=C1 (triphenylphosphine). Yields the product BrCCOC=1C=C(C#N)C=CC1 (3-(2-bromoethoxy)benzonitrile). RXN SMILES: [Br:1][CH2:2][CH2:3][OH:4].[C:5]([C:7]1[CH:8]=[C:9](O)[CH:10]=[CH:11][CH:12]=1)#[N:6].C1(P(C2C=CC=CC=2)C2C=CC=CC=2)C=CC=CC=1.N(C(OCC)=O)=NC(OCC)=O>O1CCCC1.C(OCC)(=O)C>[Br:1][CH2:2][CH2:3][O:4][C:11]1[CH:12]=[C:7]([CH:8]=[CH:9][CH:10]=1)[C:5]#[N:6]. Procedure details: 0.71 ml (10.0 mmol) of 2-bromoethanol, 1.43 g (12.0 mmol) of 3-cyanophenol and 3.15 g (12.0 mmol) of triphenylphosphine were dissolved in 100 ml of tetrahydrofuran. 5.22 g (12.0 mmol) of diethyl azodicarboxylate (40% solution in toluene) was added to the solution at room temperature, and they were stirred overnight. After the treatment with ethyl acetate as the extractant in an ordinary manner, the crude product was obtained. This product was purified by the silica gel column chromatography to o... Reaction conditions: time 8 hour. The solvent is O1CCCC1 (tetrahydrofuran), C(C)(=O)OCC (ethyl acetate). Reactants: [H-].[Na+] (sodium hydride), C1(CC1)C=1NC=2C(=NC(=CC2C)C)N1 (2-cyclopropyl-5,7-dimethylimidazo[4,5-b]pyridine), BrC1=NC=C(C=C1)CBr (2-bromo-5-bromomethylpyridine). The solvent is O (water), CS(=O)C (dimethyl sulphoxide). Reaction conditions: time 8 hour. Yields the product C1(CC1)C1=NC=2C(=NC(=CC2C)C)N1CC=1C=NC(=CC1)Br (2-Cyclopropyl-5,7-dimethyl-3-(6-bromopyridin-3-ylmethyl)imidazo[4,5-b]pyridine). The yield is 69.7%. Reaction SMILES: [H-].[Na+].[CH:3]1([C:6]2[NH:7][C:8]3[C:9]([N:16]=2)=[N:10][C:11]([CH3:15])=[CH:12][C:13]=3[CH3:14])[CH2:5][CH2:4]1.[Br:17][C:18]1[CH:23]=[CH:22][C:21]([CH2:24]Br)=[CH:20][N:19]=1>CS(C)=O.O>[CH:3]1([C:6]2[N:16]([CH2:24][C:21]3[CH:20]=[N:19][C:18]([Br:17])=[CH:23][CH:22]=3)[C:9]3=[N:10][C:11]([CH3:15])=[CH:12][C:13]([CH3:14])=[C:8]3[N:7]=2)[CH2:5][CH2:4]1 |f:0.1|. Procedure details: 255 mg (6.4 mmol) of sodium hydride and 994 mg (5.3 mmol) of 2-cyclopropyl-5,7-dimethylimidazo[4,5-b]pyridine are stirred at 0° C. for 2 h in 15 ml of dimethyl sulphoxide. After adding 2 g (7.97 mmol) of 2-bromo-5-bromomethylpyridine, the mixture is stirred at room temperature overnight. The reaction mixture is diluted with water and washed twice with ethyl acetate; the combined organic phases are washed with water and sodium chloride solution, dried over sodium sulphate and then chromatographed... Reactants: ClC=1C=C(CN2C[C@@H](CCC2)NC=2N=CC(=NC2)/C=C/C(=O)OCC)C=CC1 (ethyl (2E)-3-(5-{[(3R)-1-(3-chlorobenzyl)-3-piperidinyl]amino}-2-pyrazinyl)acrylate), [OH-].[Na+] (NaOH), Cl (hydrochloric acid). Run in CCO (EtOH). Reaction conditions: time 1 hour. Yields the product ClC=1C=C(CN2C[C@@H](CCC2)NC=2N=CC(=NC2)/C=C/C(=O)O)C=CC1 ((2E)-3-(5-{[(3R)-1-(3-chlorobenzyl)-3-piperidinyl]amino}-2-pyrazinyl)acrylic acid). Isolated yield 99.1%. RXN SMILES: [Cl:1][C:2]1[CH:3]=[C:4]([CH:26]=[CH:27][CH:28]=1)[CH2:5][N:6]1[CH2:11][CH2:10][CH2:9][C@@H:8]([NH:12][C:13]2[N:14]=[CH:15][C:16](/[CH:19]=[CH:20]/[C:21]([O:23]CC)=[O:22])=[N:17][CH:18]=2)[CH2:7]1.[OH-].[Na+].Cl>CCO>[Cl:1][C:2]1[CH:3]=[C:4]([CH:26]=[CH:27][CH:28]=1)[CH2:5][N:6]1[CH2:11][CH2:10][CH2:9][C@@H:8]([NH:12][C:13]2[N:14]=[CH:15][C:16](/[CH:19]=[CH:20]/[C:21]([OH:23])=[O:22])=[N:17][CH:18]=2)[CH2:7]1 |f:1.2|. Reported procedure: The mixture of ethyl (2E)-3-(5-{[(3R)-1-(3-chlorobenzyl)-3-piperidinyl]amino}-2-pyrazinyl)acrylate (235 mg, 0.59 mmol) and 1N-NaOH (1.2 mL) in EtOH (2 mL) was stirred at ambient temperature for 1 hr and the mixture was allowed to stand for 18 hrs. The reaction mixture was adjusted to PH 5.0 with 1 mol/L hydrochloric acid and evaporated in vacuo to give (2E)-3-(5-{[(3R)-1-(3-chlorobenzyl)-3-piperidinyl]amino}-2-pyrazinyl)acrylic acid (218 mg, 100%). Starting materials: CC(CCOC1=CC=C(CN)C=C1)C (p-(3 methylbutoxy)benzylamine), N1=CC(=CC=C1)C1SCC(N1)C(=O)O (2-(3-pyridyl)thiazolidine-4-carboxylic acid), C1(CCCCC1)N=C=NC1CCCCC1 (dicyclohexylcarbodiimide), ON1N=NC2=C1C=CC=C2 (1-hydroxybenzotriazole). Solvent: CN(C=O)C (N,N-dimethylformamide), C(C)(=O)OCC (ethyl acetate). Run at time 8 hour. Product: CC(CCOC1=CC=C(CNC(=O)C2NC(SC2)C=2C=NC=CC2)C=C1)C (N-[p-(3-methylbutoxy)benzyl]-2-(3-pyridyl)thiazolidine-4-carboxamide). Isolated yield 97.6%. As a reaction SMILES: [CH3:1][CH:2]([CH3:14])[CH2:3][CH2:4][O:5][C:6]1[CH:13]=[CH:12][C:9]([CH2:10][NH2:11])=[CH:8][CH:7]=1.[N:15]1[CH:20]=[CH:19][CH:18]=[C:17]([CH:21]2[NH:25][CH:24]([C:26](O)=[O:27])[CH2:23][S:22]2)[CH:16]=1.C1(N=C=NC2CCCCC2)CCCCC1.ON1C2C=CC=CC=2N=N1>CN(C)C=O.C(OCC)(=O)C>[CH3:1][CH:2]([CH3:14])[CH2:3][CH2:4][O:5][C:6]1[CH:7]=[CH:8][C:9]([CH2:10][NH:11][C:26]([CH:24]2[CH2:23][S:22][CH:21]([C:17]3[CH:16]=[N:15][CH:20]=[CH:19][CH:18]=3)[NH:25]2)=[O:27])=[CH:12][CH:13]=1. Reported procedure: A mixture of 1.13 g of p-(3 methylbutoxy)benzylamine, 1.29 g of 2-(3-pyridyl)thiazolidine-4-carboxylic acid, 1.25 g of dicyclohexylcarbodiimide and 0.82 g of 1-hydroxybenzotriazole in 20 ml of N,N-dimethylformamide was stirred overnight at room temperature. The reaction mixture was diluted with 100 ml of ethyl acetate, and the insoluble matter was filtered off. The filtrate was washed in sequence with saturated aqueous solution of sodium hydrogen carbonate, water and saturated aqueous solution o... Starting materials: CO, COC(=O)C(=CC1CCCCC1)CC(=O)O, [H][H]. The product is COC(=O)C(CC(=O)O)CC1CCCCC1. As a reaction SMILES: [CH3:19][OH:20].[CH3:1][O:2][C:3]([C:4]([CH2:5][C:6](=[O:7])[OH:8])=[CH:9][CH:10]1[CH2:11][CH2:12][CH2:13][CH2:14][CH2:15]1)=[O:16].[H:17][H:18]>>[CH3:1][O:2][C:3]([CH:4]([CH2:5][C:6](=[O:7])[OH:8])[CH2:9][CH:10]1[CH2:11][CH2:12][CH2:13][CH2:14][CH2:15]1)=[O:16].